From a dataset of the Open Reaction Database (ORD), a public repository of structured organic reaction records. describe an organic reaction: reactants, conditions, products, and yield Reactants: CCc1ccc(-c2ccccc2)c(F)c1, CCCCCC1CCC(CC(=O)Cl)CC1, Cl[Al](Cl)Cl, ClCCl, Cl. Yields the product CCCCCC1CCC(CC(=O)c2ccc(-c3ccc(CC)cc3F)cc2)CC1. RXN SMILES: [CH2:1]([CH3:2])[c:3]1[cH:4][c:5]([F:15])[c:6](-[c:9]2[cH:10][cH:11][cH:12][cH:13][cH:14]2)[cH:7][cH:8]1.[CH2:20]([CH2:21][CH2:22][CH2:23][CH3:24])[CH:25]1[CH2:26][CH2:27][CH:28]([CH2:31][C:32](=[O:33])[Cl:34])[CH2:29][CH2:30]1.[Cl:16][Al:17]([Cl:18])[Cl:19].[Cl:36][CH2:37][Cl:38].[ClH:35]>>[CH2:1]([CH3:2])[c:3]1[cH:4][c:5]([F:15])[c:6](-[c:9]2[cH:10][cH:11][c:12]([C:32]([CH2:31][CH:28]3[CH2:27][CH2:26][CH:25]([CH2:20][CH2:21][CH2:22][CH2:23][CH3:24])[CH2:30][CH2:29]3)=[O:33])[cH:13][cH:14]2)[cH:7][cH:8]1. The reactants are FC1=CC=C(C=C1)C(O)C1=NC2=CC=CC=C2C(=N1)NC1=NNC(=C1)C ((4-fluorophenyl)(4-(5-methyl-1H-pyrazol-3-ylamino)quinazolin-2-yl)methanol), Br (HBr). The solvent is C(C)O (ethanol). Conditions: temperature 27.5 celsius, time 1 hour. The product is Br.FC1=CC=C(C=C1)C(O)C1=NC2=CC=CC=C2C(=N1)NC1=NNC(=C1)C ((4-fluorophenyl)(4-(5-methyl-1H-pyrazol-3-ylamino)quinazolin-2-yl)methanol hydrobromide). Yield: 86216.7%. As a reaction SMILES: [F:1][C:2]1[CH:7]=[CH:6][C:5]([CH:8]([C:10]2[N:19]=[C:18]([NH:20][C:21]3[CH:25]=[C:24]([CH3:26])[NH:23][N:22]=3)[C:17]3[C:12](=[CH:13][CH:14]=[CH:15][CH:16]=3)[N:11]=2)[OH:9])=[CH:4][CH:3]=1.[BrH:27]>C(O)C>[BrH:27].[F:1][C:2]1[CH:7]=[CH:6][C:5]([CH:8]([C:10]2[N:19]=[C:18]([NH:20][C:21]3[CH:25]=[C:24]([CH3:26])[NH:23][N:22]=3)[C:17]3[C:12](=[CH:13][CH:14]=[CH:15][CH:16]=3)[N:11]=2)[OH:9])=[CH:4][CH:3]=1 |f:3.4|. Procedure details: A mixture of (4-fluorophenyl)(4-(5-methyl-1H-pyrazol-3-ylamino)quinazolin-2-yl)methanol (260 g, 0.744 mol) and ethanol (2.86 L) in a round bottom flask under nitrogen was heated at reflux for 30 to 40 min, and then 48% aq. HBr (125.5 g, 0.744 mmol) was added while maintaining reflux. The mixture was allowed to cool to 25-30° C., and the mixture was stirred at 25-30° C. for 1 hr. The solid was collected by filtration, washing thoroughly with fresh ethanol (0.52 L). The solid was dried at 55 to 65... Reactants: FC(C=1C=C(CNC(C(=O)OC)C2=CN(C3=CC=CC=C23)CC2=CC=CC=C2)C=CC1)(F)F (methyl α-[3-(trifluoromethyl)benzylamino]-1-benzylindole-3-acetate), Cl (hydrogen chloride). Solvent: CCOCC (ether), CCOCC (ether). Conditions: time 8 hour. Product: Cl.FC(C=1C=C(CNC(C(=O)OC)C2=CN(C3=CC=CC=C23)CC2=CC=CC=C2)C=CC1)(F)F (Methyl α-[3-(trifluoromethyl)benzylamino]-1-benzylindole-3-acetate hydrochloride). Yield: 95.0%. RXN SMILES: [F:1][C:2]([F:33])([F:32])[C:3]1[CH:4]=[C:5]([CH:29]=[CH:30][CH:31]=1)[CH2:6][NH:7][CH:8]([C:13]1[C:21]2[C:16](=[CH:17][CH:18]=[CH:19][CH:20]=2)[N:15]([CH2:22][C:23]2[CH:28]=[CH:27][CH:26]=[CH:25][CH:24]=2)[CH:14]=1)[C:9]([O:11][CH3:12])=[O:10].[ClH:34]>CCOCC>[ClH:34].[F:33][C:2]([F:1])([F:32])[C:3]1[CH:4]=[C:5]([CH:29]=[CH:30][CH:31]=1)[CH2:6][NH:7][CH:8]([C:13]1[C:21]2[C:16](=[CH:17][CH:18]=[CH:19][CH:20]=2)[N:15]([CH2:22][C:23]2[CH:28]=[CH:27][CH:26]=[CH:25][CH:24]=2)[CH:14]=1)[C:9]([O:11][CH3:12])=[O:10] |f:3.4|. Procedure: A magnetically stirred solution of methyl α-[3-(trifluoromethyl)benzylamino]-1-benzylindole-3-acetate (4.07 g, 9.0 mmol) in 65 mL of ether cooled at 0°-5° C. was treated dropwise over a four-minute period with a stock solution of hydrogen chloride in ether (3.8 mL, 11.71 mmol, 1.3 eq, 3.1 mmol per mL). The cooling bath was removed after addition was completed and the mixture stirred at room temperature overnight. The precipitated white solid was collected, washed with ether-hexane (1:1) and recr... Reactants: NCC(C(=O)O)NC(=O)OC(C)(C)C (3-amino-2-tert-butoxycarbonylaminopropionic acid), [H][H] (hydrogen), C([O-])([O-])=O.[K+].[K+] (potassium carbonate), FC1=C(C=CC=C1)[N+](=O)[O-] (2-fluoronitrobenzene), NCC(C(=O)O)(OC(C)(C)C)N=C=O (3-amino-2-tert-butoxy-carbonylaminopropionic acid). The reagents and catalysts are [C].[Pd] (palladium carbon). The product is C(C)(C)(C)OC(C(=O)O)(CNC1=C(C=CC=C1)[N+](=O)[O-])N=C=O (2-tert-butoxy-carbonylamino-3-(2-nitrophenyl)aminopropionic acid). Reaction SMILES: NCC(NC(OC(C)(C)C)=O)C(O)=O.[H][H].C(=O)([O-])[O-].[K+].[K+].F[C:24]1[CH:29]=[CH:28][CH:27]=[CH:26][C:25]=1[N+:30]([O-:32])=[O:31].[NH2:33][CH2:34][C:35]([N:44]=[C:45]=[O:46])([O:39][C:40]([CH3:43])([CH3:42])[CH3:41])[C:36]([OH:38])=[O:37]>[C].[Pd]>[C:40]([O:39][C:35]([N:44]=[C:45]=[O:46])([CH2:34][NH:33][C:24]1[CH:29]=[CH:28][CH:27]=[CH:26][C:25]=1[N+:30]([O-:32])=[O:31])[C:36]([OH:38])=[O:37])([CH3:43])([CH3:41])[CH3:42] |f:2.3.4,7.8|. Procedure details: Described specifically, di-tert-butyl dicarbonate is reacted with 2-amino-3-benzyloxycarbonylaminopropionic acid to obtain 2-tert-butoxycarbonylamino-3-benzyloxycarbonyl-aminopropion ic acid, followed by its debenzylation into 3-amino-2-tert-butoxycarbonylaminopropionic acid in the presence of a catalyst of palladium carbon and hydrogen. In the presence of a base such as potassium carbonate, 2-fluoronitrobenzene is reacted with 3-amino-2-tert-butoxy-carbonylaminopropionic acid to obtain 2-tert-b... Reactants: CN1CCCC1=O, CCN(C(C)C)C(C)C, CC(C)O, O=[N+]([O-])c1ccc(Cl)cc1, Oc1ccc(N2CCNCC2)cc1. The product is O=[N+]([O-])c1ccc(N2CCN(c3ccc(O)cc3)CC2)cc1. RXN SMILES: [CH3:37][N:38]1[CH2:39][CH2:40][CH2:41][C:42]1=[O:43].[CH:24]([N:25]([CH2:26][CH3:27])[CH:28]([CH3:29])[CH3:30])([CH3:31])[CH3:32].[CH:33]([OH:34])([CH3:35])[CH3:36].[Cl:14][c:15]1[cH:16][cH:17][c:18]([N+:21](=[O:22])[O-:23])[cH:19][cH:20]1.[OH:1][c:2]1[cH:3][cH:4][c:5]([N:8]2[CH2:9][CH2:10][NH:11][CH2:12][CH2:13]2)[cH:6][cH:7]1>>[OH:1][c:2]1[cH:3][cH:4][c:5]([N:8]2[CH2:9][CH2:10][N:11]([c:15]3[cH:16][cH:17][c:18]([N+:21](=[O:22])[O-:23])[cH:19][cH:20]3)[CH2:12][CH2:13]2)[cH:6][cH:7]1. Starting materials: [Al+3], O=C1OC(=O)c2cc(Br)ccc21, [Cl-], [Cl-], [Cl-], Fc1ccccc1, O. Product: O=C(O)c1ccc(Br)cc1C(=O)c1ccc(F)cc1. Reaction SMILES: [Al+3:14].[Br:1][c:2]1[cH:3][c:4]2[c:5]([cH:11][cH:12]1)[C:6](=[O:7])[O:8][C:9]2=[O:10].[Cl-:13].[Cl-:15].[Cl-:16].[F:18][c:19]1[cH:20][cH:21][cH:22][cH:23][cH:24]1.[OH2:17]>>[Br:1][c:2]1[cH:3][c:4]([C:9](=[O:10])[c:22]2[cH:21][cH:20][c:19]([F:18])[cH:24][cH:23]2)[c:5]([C:6](=[O:7])[OH:8])[cH:11][cH:12]1. The reactants are C(C)C(C#C)(CC)O (3-Ethyl-1-pentyn-3-ol), COC(CC=1C=NC=C(C1)C1=CC=C(C=C1)C(CC)(C1=CC(=C(C=C1)OS(=O)(=O)C(F)(F)F)C)CC)=O ((5-{4-[1-ethyl-1-(3-methyl-4-trifluoromethanesulfonyloxy-phenyl)-propyl]-phenyl}-pyridin-3-yl)-acetic acid methyl ester), C([O-])(O)=O.[Na+] (sodium bicarbonate). The reagents and catalysts are C1=CC=C(C=C1)P([C-]2C=CC=C2)C3=CC=CC=C3.C1=CC=C(C=C1)P([C-]2C=CC=C2)C3=CC=CC=C3.Cl[Pd]Cl.[Fe+2] ([1,1′-bis(diphenylphosphino)ferrocene]dichloropalladium), [Cu]I (copper (I) iodide). Solvent: C(C)N(CC)CC (triethylamine). Conditions: temperature 160 celsius. The product is COC(CC=1C=NC=C(C1)C1=CC=C(C=C1)C(CC)(C1=CC(=C(C=C1)C#CC(CC)(O)CC)C)CC)=O ([5-(4-{1-ethyl-1-[4-(3-ethyl-3-hydroxy-1-pentynyl)-3-methyl-phenyl]-propyl}-phenyl)-pyridin-3-yl]-acetic Acid Methyl Ester). The yield is 78.3%. Reaction SMILES: [CH2:1]([C:3]([OH:8])([CH2:6][CH3:7])[C:4]#[CH:5])[CH3:2].[CH3:9][O:10][C:11](=[O:45])[CH2:12][C:13]1[CH:14]=[N:15][CH:16]=[C:17]([C:19]2[CH:24]=[CH:23][C:22]([C:25]([CH2:43][CH3:44])([C:28]3[CH:33]=[CH:32][C:31](OS(C(F)(F)F)(=O)=O)=[C:30]([CH3:42])[CH:29]=3)[CH2:26][CH3:27])=[CH:21][CH:20]=2)[CH:18]=1.C(=O)(O)[O-].[Na+]>C(N(CC)CC)C.C1C=CC(P(C2C=CC=CC=2)[C-]2C=CC=C2)=CC=1.C1C=CC(P(C2C=CC=CC=2)[C-]2C=CC=C2)=CC=1.Cl[Pd]Cl.[Fe+2].[Cu]I>[CH3:9][O:10][C:11](=[O:45])[CH2:12][C:13]1[CH:14]=[N:15][CH:16]=[C:17]([C:19]2[CH:20]=[CH:21][C:22]([C:25]([CH2:43][CH3:44])([C:28]3[CH:33]=[CH:32][C:31]([C:5]#[C:4][C:3]([CH2:6][CH3:7])([OH:8])[CH2:1][CH3:2])=[C:30]([CH3:42])[CH:29]=3)[CH2:26][CH3:27])=[CH:23][CH:24]=2)[CH:18]=1 |f:2.3,5.6.7.8|. Procedure: 3-Ethyl-1-pentyn-3-ol (0.024 mL, 0.188 mmol), a [1,1′-bis(diphenylphosphino)ferrocene]dichloropalladium (II), dichloromethane complex (1:1) (10.6 mg, 0.013 mmol) and copper (I) iodide (2.5 mg, 0.013 mmol) were added to a solution of (5-{4-[1-ethyl-1-(3-methyl-4-trifluoromethanesulfonyloxy-phenyl)-propyl]-phenyl}-pyridin-3-yl)-acetic acid methyl ester (Example 144-(2); 67 mg, 0.125 mmol) in triethylamine (2 mL), and the mixture was stirred with microwave heating at 160° C. for three minutes. The ... Reactants: CC(=O)N1CC2CCCC2OC1=O, CO. Product: O=C1NCC2CCCC2O1. RXN SMILES: [C:1](=[O:2])([CH3:3])[N:4]1[C:5](=[O:13])[O:6][CH:7]2[CH2:8][CH2:9][CH2:10][CH:11]2[CH2:12]1.[CH3:14][OH:15]>>[NH:4]1[C:5](=[O:13])[O:6][CH:7]2[CH2:8][CH2:9][CH2:10][CH:11]2[CH2:12]1.